Task: describe an organic reaction: reactants, conditions, products, and yield. Dataset: the Open Reaction Database (ORD), a public repository of structured organic reaction records Reactants: COC1=CC=C(C=N1)NC1=NC2=CC=CC=C2C=C1C1=C2N=CN(C2=NC(=N1)C)C1OCCCC1 (N-(6-methoxypyridin-3-yl)-3-(2-methyl-9-(tetrahydro-2H-pyran-2-yl)-9H-purin-6-yl)quinolin-2-amine). Solvent: C(Cl)Cl (DCM), C(=O)(C(F)(F)F)O (TFA). The product is COC1=CC=C(C=N1)NC1=NC2=CC=CC=C2C=C1C1=C2N=CNC2=NC(=N1)C (N-(6-Methoxypyridin-3-yl)-3-(2-Methyl-9H-Purin-6-yl)Quinolin-2-Amine). As a reaction SMILES: [CH3:1][O:2][C:3]1[N:8]=[CH:7][C:6]([NH:9][C:10]2[C:19]([C:20]3[N:28]=[C:27]([CH3:29])[N:26]=[C:25]4[C:21]=3[N:22]=[CH:23][N:24]4C3CCCCO3)=[CH:18][C:17]3[C:12](=[CH:13][CH:14]=[CH:15][CH:16]=3)[N:11]=2)=[CH:5][CH:4]=1>C(Cl)Cl.C(O)(C(F)(F)F)=O>[CH3:1][O:2][C:3]1[N:8]=[CH:7][C:6]([NH:9][C:10]2[C:19]([C:20]3[N:28]=[C:27]([CH3:29])[N:26]=[C:25]4[C:21]=3[N:22]=[CH:23][NH:24]4)=[CH:18][C:17]3[C:12](=[CH:13][CH:14]=[CH:15][CH:16]=3)[N:11]=2)=[CH:5][CH:4]=1. Procedure details: A solution of N-(6-methoxypyridin-3-yl)-3-(2-methyl-9-(tetrahydro-2H-pyran-2-yl)-9H-purin-6-yl)quinolin-2-amine (21 mg, 0.045 mmol) in DCM (1 mL) and TFA (1 mL) was stirred at room temperature for 30 min. The solvents were removed under vacuum and the residue was dissolved in DCM, washed with saturated aqueous sodium bicarbonate (2×), water, and brine. The organic layer was dried over Na2SO4. The crude material was adsorbed onto a plug of silica gel and purified by silica gel chromatography (1 t... Reactants: Cl (HCl), FC=1C=C(CC=2C=C3C(=NNC3=CC2)N)C=C(C1)F (5-(3,5-difluoro-benzyl)-1H-indazol-3-ylamine), C(C)(C)(C)OC(=O)N1CCC(CC1)N1N=CC(=C1)C(=O)O (1-[1-(tert-butoxycarbonyl)piperidin-4-yl]-1H-pyrazole-4-carboxylic acid), C(C(=O)Cl)(=O)Cl (oxalyl chloride). Run in O1CCOCC1 (dioxane), N1=CC=CC=C1 (pyridine), O1CCOCC1 (dioxane), C(Cl)Cl (DCM). Reaction conditions: time 1 hour. The product is Cl.FC=1C=C(CC=2C=C3C(=NNC3=CC2)NC(=O)C=2C=NN(C2)C2CCNCC2)C=C(C1)F (N-[5-(3,5-difluorobenzyl)-1H-indazol-3-yl]-1-(piperidin-4-yl)-1H-pyrazole-4-carboxamide hydrochloride). Isolated yield 36.2%. Reaction SMILES: C(OC([N:8]1[CH2:13][CH2:12][CH:11]([N:14]2[CH:18]=[C:17]([C:19]([OH:21])=O)[CH:16]=[N:15]2)[CH2:10][CH2:9]1)=O)(C)(C)C.C(Cl)(=O)C([Cl:25])=O.[F:28][C:29]1[CH:30]=[C:31]([CH:43]=[C:44]([F:46])[CH:45]=1)[CH2:32][C:33]1[CH:34]=[C:35]2[C:39](=[CH:40][CH:41]=1)[NH:38][N:37]=[C:36]2[NH2:42].Cl>C(Cl)Cl.N1C=CC=CC=1.O1CCOCC1>[ClH:25].[F:28][C:29]1[CH:30]=[C:31]([CH:43]=[C:44]([F:46])[CH:45]=1)[CH2:32][C:33]1[CH:34]=[C:35]2[C:39](=[CH:40][CH:41]=1)[NH:38][N:37]=[C:36]2[NH:42][C:19]([C:17]1[CH:16]=[N:15][N:14]([CH:11]2[CH2:10][CH2:9][NH:8][CH2:13][CH2:12]2)[CH:18]=1)=[O:21] |f:7.8|. Procedure: 1-[1-(tert-butoxycarbonyl)piperidin-4-yl]-1H-pyrazole-4-carboxylic acid (134 mg, 0.45 mmol) and oxalyl chloride (0.6 mmol) were stirred in DCM dry (5 mL) at room temperature overnight. Volatiles were evaporated and the residue dissolved in dry pyridine (5 mL) at 0° C. A solution of 5-(3,5-difluoro-benzyl)-1H-indazol-3-ylamine (100 mg, 0.38 mmol) in dry pyridine (2 mL) was added to the cooled reaction mixture. After 1 hour, reaction was quenched with NaHCO3 sat. sol and extracted with ethyl aceta... Reactants: CN(C=O)C (dimethylformamide), NC1=NC=CN=C1Cl (2-amino-3-chloropyrazine), hydrobromide salt, α-bromo-2-methoxy-4-methylsulfonylacetophenone, Br.ClC=1C=2N(C=CN1)C=C(N2)C2=C(C=C(C=C2)S(=O)(=O)C)OC (8-chloro-2-(2-methoxy-4-methylsulfonylphenyl)imidazo[1,2-a]pyrazine hydrobromide), palladium-on-barium sulfate. Solvent: C(C)N(CC)CC (triethylamine). Product: COC1=C(C=CC(=C1)S(=O)(=O)C)C=1N=C2N(C=CN=C2)C1 (2-(2-methoxy-4-methylsulfonylphenyl)imidazo[1,2-a]pyrazine). RXN SMILES: NC1C(Cl)=NC=CN=1.Br.Cl[C:11]1[C:12]2[N:13]([CH:17]=[C:18]([C:20]3[CH:25]=[CH:24][C:23]([S:26]([CH3:29])(=[O:28])=[O:27])=[CH:22][C:21]=3[O:30][CH3:31])[N:19]=2)[CH:14]=[CH:15][N:16]=1.CN(C)C=O>C(N(CC)CC)C>[CH3:31][O:30][C:21]1[CH:22]=[C:23]([S:26]([CH3:29])(=[O:28])=[O:27])[CH:24]=[CH:25][C:20]=1[C:18]1[N:19]=[C:12]2[CH:11]=[N:16][CH:15]=[CH:14][N:13]2[CH:17]=1 |f:1.2|. Reported procedure: Following the general procedure of Example 5(B), 3.88 g. of 2-amino-3-chloropyrazine and 9.21 g. of α-bromo-2-methoxy-4-methylsulfonylacetophenone were reacted to give 4.8 g. of the intermediate 8-chloro-2-(2-methoxy-4-methylsulfonylphenyl)imidazo[1,2-a]pyrazine hydrobromide. The hydrobromide salt (3.6 g.) was hydrogenated in 195 ml. of dimethylformamide and 2.7 g. of triethylamine in the presence of 1 g. of 5% palladium-on-barium sulfate. After filtration, the solution was poured into 700 ml. o... The reactants are C1=CC2=C(C=C1C=O)OCO2 (piperonal), CC(=O)C1=CC2=C(C=C1)OCO2 (3,4-methylenedioxyacetophenone), [OH-].[Na+] (NaOH). The solvent is C(C)O (ethanol). Conditions: time 8 hour. Product: C1OC=2C=C(C=CC2O1)C=CC(=O)C1=CC2=C(C=C1)OCO2 (bis(3,4-methylenedioxy)chalcone). RXN SMILES: [CH:1]1[C:6]([CH:7]=[O:8])=[CH:5][C:4]2[O:9][CH2:10][O:11][C:3]=2[CH:2]=1.[CH3:12][C:13]([C:15]1[CH:20]=[CH:19][C:18]2[O:21][CH2:22][O:23][C:17]=2[CH:16]=1)=O.[OH-].[Na+]>C(O)C>[CH2:22]1[O:21][C:18]2[CH:19]=[CH:20][C:15]([CH:13]=[CH:12][C:7]([C:6]3[CH:1]=[CH:2][C:3]4[O:11][CH2:10][O:9][C:4]=4[CH:5]=3)=[O:8])=[CH:16][C:17]=2[O:23]1 |f:2.3|. Procedure details: A mixture of piperonal (460 mg) and 3,4-methylenedioxyacetophenone (500 mg) in ethanol (20 ml) was treated with 1M NaOH solution (4 ml), then the mixture was stirred overnight. The pale yellow crystalline solid was filtered off, washed with water then cold aqueous ethanol and dried to give pure bis(3,4-methylenedioxy)chalcone DC-0006B (476 mg, 53%). The product is NC1=CC(=C(C=C1C)C1=CC=C(C=C1)C(=O)NC)C(C)C (4′-amino-2′-isopropyl-N,5′-dimethylbiphenyl-4-carboxamide). Reaction SMILES: [CH:1]([C:4]1[CH:9]=[C:8]([N+:10]([O-])=O)[C:7]([CH3:13])=[CH:6][C:5]=1[C:14]1[CH:19]=[CH:18][C:17]([C:20]([NH:22][CH3:23])=[O:21])=[CH:16][CH:15]=1)([CH3:3])[CH3:2]>CO.[Pd]>[NH2:10][C:8]1[C:7]([CH3:13])=[CH:6][C:5]([C:14]2[CH:19]=[CH:18][C:17]([C:20]([NH:22][CH3:23])=[O:21])=[CH:16][CH:15]=2)=[C:4]([CH:1]([CH3:3])[CH3:2])[CH:9]=1. Reaction conditions: time 8 hour. Reactants: C(C)(C)C1=C(C=C(C(=C1)[N+](=O)[O-])C)C1=CC=C(C=C1)C(=O)NC (2′-isopropyl-N,5′-dimethyl-4′-nitrobiphenyl-4-carboxamide). Solvent: CO (methanol). The reagents and catalysts are [Pd] (Pd/C). Procedure details: 2′-isopropyl-N,5′-dimethyl-4′-nitrobiphenyl-4-carboxamide is dissolved in methanol (20 mL). To this solution is added Pd/C (10%). The reaction mixture is degassed and purged with H2 for several times and then stirred under H2 (1 atm.) overnight. The mixture is filtered and concentrated to afford the title compound 4′-amino-2′-isopropyl-N,5′-dimethylbiphenyl-4-carboxamide as a white solid. 1H NMR (400 MHz, MeOD-d4) δ 7.87 (d, 2H, J=8.4 Hz), 7.35 (d, 2H, J=8.4 Hz), 7.31 (s, 1H), 7.14 (s, 1H), 3.00... Starting materials: [Na].[H-].COCCO[Al+]OCCOC.C1(=CC=CC=C1)C (sodium bis(2-methoxyethoxy)aluminium hydride toluene), CS(=O)(=O)N1CC2(CCN(CC2)C(=O)OCC2=CC=CC=C2)C2=CC=CC=C12 (benzyl 1-methanesulfonyl-spiro[2,3-dihydro-1H-indole-3,4′-piperidine]-1′-carboxylate), [OH-].[Na+] (sodium hydroxide). Solvent: C1(=CC=CC=C1)C (toluene). Conditions: temperature 0 celsius. Product: CN1CCC2(CC1)CNC1=CC=CC=C12 (1′-Methyl-spiro[2,3-dihydro-1H-indole-3,4′-piperidine]). Yield: 63.4%. RXN SMILES: [Na].[H-].COCCO[Al+]OCCOC.C1(C)C=CC=CC=1.CS([N:25]1[C:48]2[C:43](=[CH:44][CH:45]=[CH:46][CH:47]=2)[C:27]2([CH2:32][CH2:31][N:30]([C:33](OCC3C=CC=CC=3)=O)[CH2:29][CH2:28]2)[CH2:26]1)(=O)=O.[OH-].[Na+]>C1(C)C=CC=CC=1>[CH3:33][N:30]1[CH2:29][CH2:28][C:27]2([C:43]3[C:48](=[CH:47][CH:46]=[CH:45][CH:44]=3)[NH:25][CH2:26]2)[CH2:32][CH2:31]1 |f:0.1.2.3,5.6,^1:0|. Reported procedure: In a nitrogen atmosphere, 3.8 mL of 65% sodium-bis(2-methoxyethoxy)aluminium hydride-toluene solution was added to toluene (20 mL) solution of 1 g of benzyl 1-methanesulfonyl-spiro[2,3-dihydro-1H-indole-3,4′-piperidine]-1′-carboxylate (prepared according to the method described in Tetrahedron, 1997, 53, 10983-10992), and refluxed for 3 hours. The reaction liquid was cooled to 0° C., poured into aqueous 1 M sodium hydroxide solution at that temperature, and extracted with ethyl acetate. The ethyl... Reactants: COc1cc(-c2ccc(Cl)cn2)ccn1, Cl. The product is O=c1cc(-c2ccc(Cl)cn2)cc[nH]1. As a reaction SMILES: [Cl:1][c:2]1[cH:3][cH:4][c:5](-[c:8]2[cH:9][c:10]([O:14][CH3:15])[n:11][cH:12][cH:13]2)[n:6][cH:7]1.[ClH:16]>>[Cl:1][c:2]1[cH:3][cH:4][c:5](-[c:8]2[cH:9][c:10](=[O:14])[nH:11][cH:12][cH:13]2)[n:6][cH:7]1.